This data is from the Open Reaction Database (ORD), a public repository of structured organic reaction records. The task is: describe an organic reaction: reactants, conditions, products, and yield Starting materials: Cl (hydrochloric acid), C12(CCC(CC1)(C2)C(=O)OC)C(=O)OC (Dimethyl bicyclo[2.2.1]heptane-1,4-dicarboxylate), [OH-].[K+] (potassium hydroxide), C(C)O (ethanol). The solvent is O (water). Reaction conditions: temperature 60 celsius. Product: C12(CCC(CC1)(C2)C(=O)O)C(=O)O (bicyclo[2.2.1]heptane-1,4-dicarboxylic acid). Reaction SMILES: [C:1]12([C:12]([O:14]C)=[O:13])[CH2:7][C:4]([C:8]([O:10]C)=[O:9])([CH2:5][CH2:6]1)[CH2:3][CH2:2]2.[OH-].[K+].C(O)C.Cl>O>[C:1]12([C:12]([OH:14])=[O:13])[CH2:7][C:4]([C:8]([OH:10])=[O:9])([CH2:3][CH2:2]1)[CH2:5][CH2:6]2 |f:1.2|. Procedure details: A mixture of Example 117A (3.18 g, 15.0 mmol), solid potassium hydroxide (8.4 g, 150 mmol), and a mixture of ethanol (75 mL) and water (15 mL) was heated at about 60° C. overnight. After cooling, the pH of the mixture was adjusted to about 1 by addition of 1N aqueous hydrochloric acid. The mixture was extracted with ethyl acetate (4×50 mL). The combined organic extracts were dried over sodium sulfate, filtered, and concentrated by rotary evaporator to give a tan powder. The crude product was rec... The reactants are C(CC#C)O (3-butyne-1-ol), [Si](C)(C)(C(C)(C)C)Cl (tert-butydimethylsilyl chloride), N1=CC=CC=C1 (pyridine). Run in C(Cl)Cl (methylene chloride), C(Cl)Cl (methylene chloride). Conditions: time 8 hour. Yields the product [Si](C)(C)(C(C)(C)C)OCCC#C (1-(t-Butyldimethylsilyloxy)-3-butyne). As a reaction SMILES: [CH2:1]([OH:5])[CH2:2][C:3]#[CH:4].[Si:6](Cl)([C:9]([CH3:12])([CH3:11])[CH3:10])([CH3:8])[CH3:7].N1C=CC=CC=1>C(Cl)Cl>[Si:6]([O:5][CH2:1][CH2:2][C:3]#[CH:4])([C:9]([CH3:12])([CH3:11])[CH3:10])([CH3:8])[CH3:7]. Procedure: To a solution of 3-butyne-1-ol (5.0 g; 71.3 mmol) in ca. 75 ml of methylene chloride was added tert-butydimethylsilyl chloride (10.8 g; 71.6 mmol) and 7 ml of pyridine. The mixture was allowed to stir overnight at room temperature, diluted with methylene chloride, washed with water, 1M HCl, brine and dried (Na2SO4). Concentration in vacuo afforded the title compound as a colorless liquid.